Dataset: the Open Reaction Database (ORD), a public repository of structured organic reaction records. Task: describe an organic reaction: reactants, conditions, products, and yield The reactants are N1(CCC1)C(=O)C=1N=NC(=CC1)Cl (3-(azetidin-1-ylcarbonyl)-6-chloropyridazine), OC=1C=C(C(=O)NC2=NN(C=C2)C)C=C(C1)O[C@H](COC)C (3-hydroxy-5-[(1S)-2-methoxy-(1-methylethyl)oxy]-N-(1-methyl-1H-pyrazol-3-yl)benzamide), C([O-])([O-])=O.[K+].[K+] (potassium carbonate). Solvent: C(C)#N (acetonitrile). Conditions: temperature 130 celsius, time 1 hour. Yields the product N1(CCC1)C(=O)C1=CC=C(N=N1)OC=1C=C(C(=O)NC2=NN(C=C2)C)C=C(C1)O[C@H](COC)C (3-{[6-(Azetidin-1-ylcarbonyl)pyridazin-3-yl]oxy}-5-{[(1S)-1-methyl-2-(methyloxy)ethyl]oxy}-N-(1-methyl-1H-pyrazol-3-yl)benzamide). Yield: 90.4%. RXN SMILES: [N:1]1([C:5]([C:7]2[N:8]=[N:9][C:10](Cl)=[CH:11][CH:12]=2)=[O:6])[CH2:4][CH2:3][CH2:2]1.[OH:14][C:15]1[CH:16]=[C:17]([CH:27]=[C:28]([O:30][C@@H:31]([CH3:35])[CH2:32][O:33][CH3:34])[CH:29]=1)[C:18]([NH:20][C:21]1[CH:25]=[CH:24][N:23]([CH3:26])[N:22]=1)=[O:19].C(=O)([O-])[O-].[K+].[K+]>C(#N)C>[N:1]1([C:5]([C:7]2[N:8]=[N:9][C:10]([O:14][C:15]3[CH:16]=[C:17]([CH:27]=[C:28]([O:30][C@@H:31]([CH3:35])[CH2:32][O:33][CH3:34])[CH:29]=3)[C:18]([NH:20][C:21]3[CH:25]=[CH:24][N:23]([CH3:26])[N:22]=3)=[O:19])=[CH:11][CH:12]=2)=[O:6])[CH2:4][CH2:3][CH2:2]1 |f:2.3.4|. Procedure details: A mixture of 3-(azetidin-1-ylcarbonyl)-6-chloropyridazine (45 mg, 0.23 mmol), 3-hydroxy-5-[(1S)-2-methoxy-(1-methylethyl)oxy]-N-(1-methyl-1H-pyrazol-3-yl)benzamide (70 mg, 0.23 mmol) and potassium carbonate (63 mg, 0.46 mmol) in acetonitrile (3 mL) was stirred in a Smith Creator microwave at 130° C. for 1 hour. The solid was filtered off and the solvent was removed in vacuo. The residue was purified by reverse phase preparative HPLC, eluting with 5-95% acetonitrile in water (+0.2% TFA), followed... Starting materials: COC(C[C@@H]1COC2=C1C=CC(=C2)O[C@@H]2CCC1=C(C=CC(=C21)F)B2OC(C(O2)(C)C)(C)C)=O ({(S)-6-[(R)-7-fluoro-4-(4,4,5,5-tetramethyl-[1,3,2]dioxaborolan-2-yl)-indan-1-yloxy]-2,3-dihydro-benzofuran-3-yl}-acetic acid methyl ester), BrC1=C(C=C(C=C1C)C1=CC(=NC=C1)OC)C (4-(4-bromo-3,5-dimethyl-phenyl)-2-methoxy-pyridine), BrC1=C2CC[C@H](C2=C(C=C1)F)OC1=CC2=C([C@@H](CO2)CC(=O)OC)C=C1 (Methyl 2-((S)-6-((R)-4-bromo-7-fluoro-2,3-dihydro-1H-inden-1-yloxy)-2,3-dihydrobenzofuran-3-yl)acetate). Product: COC(C[C@@H]1COC2=C1C=CC(=C2)O[C@@H]2CCC1=C(C=CC(=C21)F)C2=C(C=C(C=C2C)C2=CC(=NC=C2)OC)C)=O ({(S)-6-[(R)-4-(2,6-Dimethyl-4-(2-methoxy-pyridin-4-yl)-phenyl)-7-fluoro-indan-1-yloxy]-2,3-dihydro-benzofuran-3-yl}-acetic acid methyl ester). As a reaction SMILES: [CH3:1][O:2][C:3](=[O:34])[CH2:4][C@H:5]1[C:9]2[CH:10]=[CH:11][C:12]([O:14][C@H:15]3[C:23]4[C:18](=[C:19](B5OC(C)(C)C(C)(C)O5)[CH:20]=[CH:21][C:22]=4[F:24])[CH2:17][CH2:16]3)=[CH:13][C:8]=2[O:7][CH2:6]1.Br[C:36]1[C:41]([CH3:42])=[CH:40][C:39]([C:43]2[CH:48]=[CH:47][N:46]=[C:45]([O:49][CH3:50])[CH:44]=2)=[CH:38][C:37]=1[CH3:51].BrC1C=CC(F)=C2C=1CC[C@H]2OC1C=CC2[C@H](CC(OC)=O)COC=2C=1>>[CH3:1][O:2][C:3](=[O:34])[CH2:4][C@H:5]1[C:9]2[CH:8]=[CH:13][C:12]([O:14][C@H:15]3[C:23]4[C:18](=[C:19]([C:36]5[C:37]([CH3:51])=[CH:38][C:39]([C:43]6[CH:48]=[CH:47][N:46]=[C:45]([O:49][CH3:50])[CH:44]=6)=[CH:40][C:41]=5[CH3:42])[CH:20]=[CH:21][C:22]=4[F:24])[CH2:17][CH2:16]3)=[CH:11][C:10]=2[O:7][CH2:6]1. Procedure details: The title compound is prepared from {(S)-6-[(R)-7-fluoro-4-(4,4,5,5-tetramethyl-[1,3,2]dioxaborolan-2-yl)-indan-1-yloxy]-2,3-dihydro-benzofuran-3-yl}-acetic acid methyl ester and 4-(4-bromo-3,5-dimethyl-phenyl)-2-methoxy-pyridine following a procedure analogous to that described in Step 5 of Intermediate 1. LC (method 9): tR=1.30 min; Mass spectrum (ESI+): m/z=554 [M+H]+. Starting materials: CCCCC[C@@H](/C=C/[C@H]1[C@@H](CC(=O)[C@@H]1CCCCCCC(=O)O)O)O (PGE1), C(Cl)(Cl)Cl (chloroform), C(C)(=O)O (acetic acid), O (water). Solvent: CO (methanol), CO (methanol). Yields the product CCCCCC[C@@H](/C=C/[C@H]1[C@@H](CC(=O)[C@@H]1CCCCCCC(=O)O)O)O (ω-homo-PGE1). As a reaction SMILES: [CH3:1][CH2:2][CH2:3][CH2:4][CH2:5][C@H:6]([OH:25])/[CH:7]=[CH:8]/[C@@H:9]1[C@@H:14]([CH2:15][CH2:16][CH2:17][CH2:18][CH2:19][CH2:20][C:21]([OH:23])=[O:22])[C:12](=[O:13])[CH2:11][C@H:10]1[OH:24].[CH:26](Cl)(Cl)Cl.C(O)(=O)C.O>CO>[CH3:26][CH2:1][CH2:2][CH2:3][CH2:4][CH2:5][C@H:6]([OH:25])/[CH:7]=[CH:8]/[C@@H:9]1[C@@H:14]([CH2:15][CH2:16][CH2:17][CH2:18][CH2:19][CH2:20][C:21]([OH:23])=[O:22])[C:12](=[O:13])[CH2:11][C@H:10]1[OH:24]. Procedure details: A mixture of heneicosa-8c, 11c,14c-trienoic acid (24 mg), glutathione (120 mg), hydroquinone (12 mg) and protein (600 mg) from the particulate enzyme fraction of the vesicular glands of sheep (obtained as described by Struyk et al., loc.cit.) suspended in aqueous 0.2 M tris(hydroxymethyl)aminomethane hydrochloride buffer solution, pH 8.0, to a total volume of 300 ml, was incubated aerobically by stirring the mixture in a large beaker open to the air at 30° for 20 minutes. The enzymic reaction wa...